The task is: describe an organic reaction: reactants, conditions, products, and yield. This data is from the Open Reaction Database (ORD), a public repository of structured organic reaction records. Reactants: N1=CNC2=C1C=CC=C2 (benzimidazole), [NH4+].[Cl-] (NH4Cl), [H-].[Na+] (NaH), BrCC(=O)OCC (ethyl bromoacetate). Solvent: CN(C)C=O (DMF), O (Water), CN(C)C=O (DMF), CN(C)C=O (DMF). Reaction conditions: time 0.5 hour. Yields the product C(C)OC(=O)CN1C=NC2=C1C=CC=C2 (1-(ethoxycarbonylmethyl)benzimidazole). Yield: 39.2%. As a reaction SMILES: [H-].[Na+].[N:3]1[C:7]2[CH:8]=[CH:9][CH:10]=[CH:11][C:6]=2[NH:5][CH:4]=1.Br[CH2:13][C:14]([O:16][CH2:17][CH3:18])=[O:15].[NH4+].[Cl-]>CN(C=O)C.O>[CH2:17]([O:16][C:14]([CH2:13][N:3]1[C:7]2[CH:8]=[CH:9][CH:10]=[CH:11][C:6]=2[N:5]=[CH:4]1)=[O:15])[CH3:18] |f:0.1,4.5|. Procedure details: A suspension of 97% NaH (3.0 g, 0.12 mol) in DMF (100 mL) was stirred for 0.5 hours, then benzimidazole (11.8 g, 0.1 mol) in DMF (50 mL) was added over 30 minutes, followed by ethyl bromoacetate (20 g, 0.12 mol) in DMF (50 mL) . The reaction mixture was stirred at room temperature overnight, NH4Cl was added, and the reaction mixture was stipped. Water was added to the residue, and it was extracted with CH2Cl2 (3×200 mL) . The organic layer was dried over MgSO4, filtered and concentrated in vacuo... Starting materials: Cl (hydrogenchloride), C12(C=CC3=CC=CC=C13)CCCC2 (spiro(cyclopentane-1,1'-indene)). Yields the product ClC1CC2(C3=CC=CC=C13)CCCC2 (3'-chlorospiro(cyclopentane-1,1'-indan)). Yield: 95.0%. As a reaction SMILES: [ClH:1].[C:2]12([CH2:14][CH2:13][CH2:12][CH2:11]1)[C:10]1[C:5](=[CH:6][CH:7]=[CH:8][CH:9]=1)[CH:4]=[CH:3]2>>[Cl:1][CH:4]1[C:5]2[C:10](=[CH:9][CH:8]=[CH:7][CH:6]=2)[C:2]2([CH2:14][CH2:13][CH2:12][CH2:11]2)[CH2:3]1. Procedure details: Anhydrous hydrogenchloride gas is bubbled through spiro(cyclopentane-1,1'-indene) (117.5 g; 0.69 moles) until 25 g have absorbed. The temperature is held under +10° C. by cooling on an ice bath. The liquid obtained is distilled and at first a small amount of unreacted spiro-cyclopentaneindene passes over, followed by about 135 g (Yield 95%) 3'-chlorospiro(cyclopentane-1,1'-indan) bp 97° C./0.7 mm Hg. nD20 =1.5625.